Dataset: the Open Reaction Database (ORD), a public repository of structured organic reaction records. Task: describe an organic reaction: reactants, conditions, products, and yield Reactants: FC(C=1C=C(CN(C(=O)C2=NC(=NC=C2C2=C(C=CC=C2)Cl)CCl)C)C=C(C1)C(F)(F)F)(F)F (2-chloromethyl-5-(2-chloro-phenyl)-pyrimidine-4-carboxylic acid (3,5-bis-trifluoromethyl-benzyl)-methyl-amide), C(Cl)Cl (CH2Cl2), O (H2O). Conditions: time 16 hour. Yields the product FC(C=1C=C(CN(C(=O)C2=NC(=NC=C2C2=C(C=CC=C2)Cl)CN2CCOCC2)C)C=C(C1)C(F)(F)F)(F)F (5-(2-chloro-phenyl)-2-morpholin-4-ylmethyl-pyrimidine-4-carboxylic acid (3,5-bis-trifluoromethyl-benzyl)-methyl-amide). Yield: 62.0%. As a reaction SMILES: [F:1][C:2]([F:34])([F:33])[C:3]1[CH:4]=[C:5]([CH:26]=[C:27]([C:29]([F:32])([F:31])[F:30])[CH:28]=1)[CH2:6][N:7]([CH3:25])[C:8]([C:10]1[C:15]([C:16]2[CH:21]=[CH:20][CH:19]=[CH:18][C:17]=2[Cl:22])=[CH:14][N:13]=[C:12]([CH2:23]Cl)[N:11]=1)=[O:9].C(Cl)Cl.[OH2:38]>>[F:30][C:29]([F:31])([F:32])[C:27]1[CH:26]=[C:5]([CH:4]=[C:3]([C:2]([F:34])([F:33])[F:1])[CH:28]=1)[CH2:6][N:7]([CH3:25])[C:8]([C:10]1[C:15]([C:16]2[CH:21]=[CH:20][CH:19]=[CH:18][C:17]=2[Cl:22])=[CH:14][N:13]=[C:12]([CH2:23][N:7]2[CH2:8][CH2:10][O:38][CH2:5][CH2:6]2)[N:11]=1)=[O:9]. Procedure details: To a solution of 0.58 g (1.11 mmol) 2-chloromethyl-5-(2-chloro-phenyl)-pyrimidine-4-carboxylic acid (3,5-bis-trifluoromethyl-benzyl)-methyl-amide in 10 ml CH2Cl2 0.24 ml (2.78 mmol) morpholine were added. The reaction mixture was stirred for 16 hrs. at RT and than poured into H2O and extracted three times with 50 ml CH2Cl2. The combined organic layers were dried (MgSO4), filtered and evaporated. The residue was purified by chromatography (SiO2, CH2Cl2/MeOH/NH4OH 200:10:1) to give 0.40 g (62%) 5-... Starting materials: c1ccc(CN2CCNCC2)cc1, CCOC(C)=O, O=C(O)C1CC1, CCN(C(C)C)C(C)C, [Cl-]. Yields the product O=C(C1CC1)N1CCN(Cc2ccccc2)CC1. As a reaction SMILES: [CH2:1]([c:2]1[cH:3][cH:4][cH:5][cH:6][cH:7]1)[N:8]1[CH2:9][CH2:10][NH:11][CH2:12][CH2:13]1.[CH3:30][CH2:31][O:32][C:33]([CH3:34])=[O:35].[CH:15]1([C:18](=[O:19])[OH:20])[CH2:16][CH2:17]1.[CH:21]([N:22]([CH:23]([CH3:24])[CH3:25])[CH2:26][CH3:27])([CH3:28])[CH3:29].[Cl-:14]>>[CH2:1]([c:2]1[cH:3][cH:4][cH:5][cH:6][cH:7]1)[N:8]1[CH2:9][CH2:10][N:11]([C:18]([CH:15]2[CH2:16][CH2:17]2)=[O:19])[CH2:12][CH2:13]1. Starting materials: CNC(=O)c1cc(N2CCOCC2)ccc1[N+](=O)[O-], CCO, [H][H]. Yields the product CNC(=O)c1cc(N2CCOCC2)ccc1N. Reaction SMILES: [CH3:1][NH:2][C:3]([c:4]1[c:5]([N+:16]([O-:17])=[O:18])[cH:6][cH:7][c:8]([N:10]2[CH2:11][CH2:12][O:13][CH2:14][CH2:15]2)[cH:9]1)=[O:19].[CH3:22][CH2:23][OH:24].[H:20][H:21]>>[CH3:1][NH:2][C:3]([c:4]1[c:5]([NH2:16])[cH:6][cH:7][c:8]([N:10]2[CH2:11][CH2:12][O:13][CH2:14][CH2:15]2)[cH:9]1)=[O:19]. Reactants: [I-].[K+] (potassium iodide), N(=O)[O-].[Na+] (Sodium nitrite), C1(=CC=C(C=C1)S(=O)(=O)O)C (p-Toluenesulfonic acid), C(C1=CC=CC=C1)N1N=CC=C1N (2-Benzyl-2H-pyrazol-3-ylamine). Solvent: O (water), O (water), C(C)#N (ACN), O (water), C(=O)(O)[O-].[Na+] (NaHCO3). Run at temperature 12.5 celsius, time 1 hour. Product: C(C1=CC=CC=C1)N1N=CC=C1I (1-Benzyl-5-iodo-1H-pyrazole). Reaction SMILES: C1(C)C=CC(S(O)(=O)=O)=CC=1.[CH2:12]([N:19]1[C:23](N)=[CH:22][CH:21]=[N:20]1)[C:13]1[CH:18]=[CH:17][CH:16]=[CH:15][CH:14]=1.N([O-])=O.[Na+].[I-:29].[K+]>C(#N)C.O.C([O-])(O)=O.[Na+]>[CH2:12]([N:19]1[C:23]([I:29])=[CH:22][CH:21]=[N:20]1)[C:13]1[CH:18]=[CH:17][CH:16]=[CH:15][CH:14]=1 |f:2.3,4.5,8.9|. Reported procedure: p-Toluenesulfonic acid (29.82 g; 0.17 mol) was stirred in 150 ml ACN. 2-Benzyl-2H-pyrazol-3-ylamine (10.0 g; 0.06 mol) was added and cooled down to 10-15° C. Sodium nitrite (7.97 g; 0.12 mol) was dissolved in 15.0 ml water and added. The resulting mixture was stirred for 1 hour at 0° C. In 30 ml of water was dissolved potassium iodide (23.96 g; 0.14 mol) and added at 0° C. The reaction mixture was stirred at ambient temperature for 6 hours. It was diluted with 100 ml water and neutralized with N... Reactants: O=C([O-])[O-], CCOC(=O)C(CC(C)C)c1cc(-c2ccc(C(F)(F)F)cc2)cc(C2CCCCN2)c1, CC#N, [Cs+], [Cs+], CC(C)CCI. Yields the product CCOC(=O)C(CC(C)C)c1cc(-c2ccc(C(F)(F)F)cc2)cc(C2CCCCN2CCC(C)C)c1. Reaction SMILES: [C:39](=[O:40])([O-:41])[O-:42].[CH2:1]([CH3:2])[O:3][C:4]([CH:5]([CH2:6][CH:7]([CH3:8])[CH3:9])[c:10]1[cH:11][c:12](-[c:22]2[cH:23][cH:24][c:25]([C:28]([F:29])([F:30])[F:31])[cH:26][cH:27]2)[cH:13][c:14]([CH:16]2[NH:17][CH2:18][CH2:19][CH2:20][CH2:21]2)[cH:15]1)=[O:32].[CH3:45][C:46]#[N:47].[Cs+:43].[Cs+:44].[I:33][CH2:34][CH2:35][CH:36]([CH3:37])[CH3:38]>>[CH2:1]([CH3:2])[O:3][C:4]([CH:5]([CH2:6][CH:7]([CH3:8])[CH3:9])[c:10]1[cH:11][c:12](-[c:22]2[cH:23][cH:24][c:25]([C:28]([F:29])([F:30])[F:31])[cH:26][cH:27]2)[cH:13][c:14]([CH:16]2[N:17]([CH2:34][CH2:35][CH:36]([CH3:37])[CH3:38])[CH2:18][CH2:19][CH2:20][CH2:21]2)[cH:15]1)=[O:32]. The reactants are [N+](=O)([O-])C1=CC=C(OC=2C=C(C=C(C(=O)OC)C2)C(=O)OC)C=C1 (dimethyl 5-(4-nitrophenoxy)isophthalate), O1CCCC1 (tetrahydrofuran), resultant mixture, [H][H] (hydrogen). Reagents/catalysts: [Pd] (palladium). The solvent is C(C)O (ethanol). Product: NC1=CC=C(OC=2C=C(C=C(C(=O)OC)C2)C(=O)OC)C=C1 (dimethyl 5-(4-aminophenoxy)isophthalate). The yield is 92.9%. As a reaction SMILES: [N+:1]([C:4]1[CH:24]=[CH:23][C:7]([O:8][C:9]2[CH:10]=[C:11]([C:19]([O:21][CH3:22])=[O:20])[CH:12]=[C:13]([CH:18]=2)[C:14]([O:16][CH3:17])=[O:15])=[CH:6][CH:5]=1)([O-])=O.O1CCCC1.[H][H]>[Pd].C(O)C>[NH2:1][C:4]1[CH:5]=[CH:6][C:7]([O:8][C:9]2[CH:18]=[C:13]([C:14]([O:16][CH3:17])=[O:15])[CH:12]=[C:11]([CH:10]=2)[C:19]([O:21][CH3:22])=[O:20])=[CH:23][CH:24]=1. Procedure: Into a 1 liter egg plant-shaped flask, 66.24 g (0.2 moles) of dimethyl 5-(4-nitrophenoxy)isophthalate of the first intermediate compound, 6.39 g of a 10% palladium-active charcoal, 440 ml of tetrahydrofuran and 220 ml of ethanol were placed, and the resultant mixture was stirred for 24 hours under the atmosphere of hydrogen. The reaction fluid was filtered with Celite, and the filtrate was concentrated under a reduced pressure. Hexane was added to the concentrated fluid, and formed precipitates ... The reactants are C1=CC=CC=2C3=CC=CC=C3C(C12)COC(=O)NC(C/C=C/C(=O)O)(C)C ((2E)-5-(((9H-flouren-9-yl)methoxy)- carbonylamino)-5-methylhex-2-enoic acid), ON1N=NC2=C1N=CC=C2 (1-hydroxy-7-azabenzotriazole), Cl.C(C)N=C=NCCCN(C)C (1-ethyl-3-(3-dimethylaminopropyl)carbodiimide hydrochloride), CN(C([C@@H](CC1=CC=CC=C1)NC)=O)C ((2R)-N,N-Dimethyl-2-methylamino-3-phenylpropionamide), CN(C(=O)[C@@H](CC1=CC=CC=C1)N(C(C(CC1=CC2=CC=CC=C2C=C1)NC)=O)C)C (N-((1R)-1-dimethylcarbamoyl-2-phenylethyl)-N-methyl-2-methylamino-3-(2-naphthyl)propionamide). Run in ClCCl (dichloromethane), ClCCl (dichloromethane). Run at time 30 minute. Yields the product C1=CC=CC=2C3=CC=CC=C3C(C12)COC(NC(C\C=C\C(N(C)[C@H](CC1=CC2=CC=CC=C2C=C1)C(N(C)[C@H](CC1=CC=CC=C1)C(N(C)C)=O)=O)=O)(C)C)=O (((3E)-4-(N-((1R)-1-(N-((1R)-1-dimethylcarbamoyl-2-phenylethyl)-N-methylcarbamoyl)-2-(2-naphthyl)ethyl)-N-methylcarbamoyl)-1,1-dimethylbut-3-enyl)carbamic acid 9H-flouren-9-ylmethyl ester). Yield: 68.1%. Reaction SMILES: [CH:1]1[C:13]2[CH:12]([CH2:14][O:15][C:16]([NH:18][C:19]([CH3:27])([CH3:26])[CH2:20]/[CH:21]=[CH:22]/[C:23](O)=[O:24])=[O:17])[C:11]3[C:6](=[CH:7][CH:8]=[CH:9][CH:10]=3)[C:5]=2[CH:4]=[CH:3][CH:2]=1.ON1C2N=CC=CC=2N=N1.Cl.C(N=C=NCCCN(C)C)C.CN(C)C(=O)[C@H](NC)CC1C=CC=CC=1.[CH3:65][N:66]([CH3:95])[C:67]([C@H:69]([N:77]([CH3:94])[C:78](=[O:93])[CH:79]([NH:91][CH3:92])[CH2:80][C:81]1[CH:90]=[CH:89][C:88]2[C:83](=[CH:84][CH:85]=[CH:86][CH:87]=2)[CH:82]=1)[CH2:70][C:71]1[CH:76]=[CH:75][CH:74]=[CH:73][CH:72]=1)=[O:68]>ClCCl>[CH:1]1[C:13]2[CH:12]([CH2:14][O:15][C:16](=[O:17])[NH:18][C:19]([CH3:26])([CH3:27])[CH2:20]/[CH:21]=[CH:22]/[C:23](=[O:24])[N:91]([C@@H:79]([C:78](=[O:93])[N:77]([C@@H:69]([C:67](=[O:68])[N:66]([CH3:65])[CH3:95])[CH2:70][C:71]3[CH:72]=[CH:73][CH:74]=[CH:75][CH:76]=3)[CH3:94])[CH2:80][C:81]3[CH:90]=[CH:89][C:88]4[C:83](=[CH:84][CH:85]=[CH:86][CH:87]=4)[CH:82]=3)[CH3:92])[C:11]3[C:6](=[CH:7][CH:8]=[CH:9][CH:10]=3)[C:5]=2[CH:4]=[CH:3][CH:2]=1 |f:2.3|. Procedure: To a solution of (2E)-5-(((9H-flouren-9-yl)methoxy)- carbonylamino)-5-methylhex-2-enoic acid (280 mg, 0.77 mmol) in dichloromethane (5 ml) were added 1-hydroxy-7-azabenzotriazole (126 mg, 0.92 mmol) and 1-ethyl-3-(3-dimethylaminopropyl)carbodiimide hydrochloride (207 mg, 1.08 mmol) and the mixture was stirred for 30 min. Then 2R)-N-((1R)-1-dimethylcarbamoyl-2-phenylethyl)-N-methyl-2-methylamino-3-(2-naphthyl)propionamide (386 mg, 0.92 mmol) in dichloromethane (5 ml) and diisoprbpylethylamine (0.... Reactants: CCN(C(C)C)C(C)C, COc1ccc2c(Oc3ccc(N)cc3)c(-c3ccccc3)c(C)cc2c1, COC(=O)CC(=O)Cl, ClCCl. The product is COC(=O)CC(=O)Nc1ccc(Oc2c(-c3ccccc3)c(C)cc3cc(OC)ccc23)cc1. As a reaction SMILES: [CH2:1]([N:2]([CH:3]([CH3:4])[CH3:5])[CH:6]([CH3:7])[CH3:8])[CH3:9].[CH3:10][c:11]1[c:12](-[c:31]2[cH:32][cH:33][cH:34][cH:35][cH:36]2)[c:13]([O:23][c:24]2[cH:25][cH:26][c:27]([NH2:28])[cH:29][cH:30]2)[c:14]2[cH:15][cH:16][c:17]([O:21][CH3:22])[cH:18][c:19]2[cH:20]1.[Cl:37][C:38]([CH2:39][C:40](=[O:41])[O:42][CH3:43])=[O:44].[Cl:45][CH2:46][Cl:47]>>[CH3:10][c:11]1[c:12](-[c:31]2[cH:32][cH:33][cH:34][cH:35][cH:36]2)[c:13]([O:23][c:24]2[cH:25][cH:26][c:27]([NH:28][C:38]([CH2:39][C:40](=[O:41])[O:42][CH3:43])=[O:44])[cH:29][cH:30]2)[c:14]2[cH:15][cH:16][c:17]([O:21][CH3:22])[cH:18][c:19]2[cH:20]1. The product is Br.C(CCCCC)C1(OC2=C(C3=C1SCC3)C(=CC=C2)OC(CCCN2CCCC2)=O)CCCCCC (4,4-di(1-hexyl)-1,2-dihydro-9-[4-(pyrrolidino)butyryloxy]-4H-thieno[2,3-c][1]benzopyran hydrobromide). Procedure details: By reacting 1,2-dihydro-9-hydroxy-7-methyl-4-oxo-4H-thieno[2,3-c][1]benzopyran with n-hexyl magnesium bromide, using the procedure described in Example 8, there is obtained 4,4-di(1-hexyl)-1,2-dihydro-9-hydroxy-7-methyl-4H-thieno[2,3-c][1]benzopyran. The benzopyran is then reacted with γ-pyrrolidinobutyric acid, hydrobromide salt and dicyclohexylcarbodiimide according to the method of Example 10 to yield the desired ester. Starting materials: C(CCCCC)C1(OC2=C(C3=C1SCC3)C(=CC(=C2)C)O)CCCCCC (4,4-di(1-hexyl)-1,2-dihydro-9-hydroxy-7-methyl-4H-thieno[2,3-c][1]benzopyran), Br.N1(CCCC1)CCCC(=O)O (γ-pyrrolidinobutyric acid, hydrobromide salt), C1(CCCCC1)N=C=NC1CCCCC1 (dicyclohexylcarbodiimide). As a reaction SMILES: [CH2:1]([C:7]1([CH2:22][CH2:23][CH2:24][CH2:25][CH2:26][CH3:27])[C:12]2[S:13][CH2:14][CH2:15][C:11]=2[C:10]2[C:16](O)=[CH:17][C:18](C)=[CH:19][C:9]=2[O:8]1)[CH2:2][CH2:3][CH2:4][CH2:5][CH3:6].[BrH:28].[N:29]1([CH2:34][CH2:35][CH2:36][C:37]([OH:39])=[O:38])[CH2:33][CH2:32][CH2:31][CH2:30]1.C1(N=C=NC2CCCCC2)CCCCC1>>[BrH:28].[CH2:22]([C:7]1([CH2:1][CH2:2][CH2:3][CH2:4][CH2:5][CH3:6])[C:12]2[S:13][CH2:14][CH2:15][C:11]=2[C:10]2[C:16]([O:38][C:37](=[O:39])[CH2:36][CH2:35][CH2:34][N:29]3[CH2:33][CH2:32][CH2:31][CH2:30]3)=[CH:17][CH:18]=[CH:19][C:9]=2[O:8]1)[CH2:23][CH2:24][CH2:25][CH2:26][CH3:27] |f:1.2,4.5|. Reaction SMILES: [K].[NH2:2][C:3]1[N:8]=[C:7]([F:9])[CH:6]=[C:5](F)[N:4]=1.[CH:11]([OH:14])([CH3:13])[CH3:12]>>[NH2:2][C:3]1[N:8]=[C:7]([F:9])[CH:6]=[C:5]([O:14][CH:11]([CH3:13])[CH3:12])[N:4]=1 |^1:0|. Procedure: 29.4 g (0.3 mol) of potassium isopropylate were reacted as in 1.2 with 39.3 g (0.3 mol) of 2-amino-4,6-difluoropyrimidine (A.1a) in a total of 400 ml of isopropanol. After the working up, washing with petroleum ether and water in the usual manner, 38.5 g (75% of theory) of the title compound of melting point 66°-68° C. were obtained. Starting materials: [K] (potassium), NC1=NC(=CC(=N1)F)F (2-amino-4,6-difluoropyrimidine), C(C)(C)O (isopropanol). The product is NC1=NC(=CC(=N1)F)OC(C)C (2-amino-4-fluoro-6-isopropyloxypyrimidine).